The task is: describe an organic reaction: reactants, conditions, products, and yield. This data is from the Open Reaction Database (ORD), a public repository of structured organic reaction records. Reactants: BrCc1ccc(CBr)cc1, O=C([O-])[O-], CC#N, [K+], [K+], NC(=O)C(CCC(=O)OCc1ccccc1)N1Cc2c(O)cccc2C1=O. The product is NC(=O)C(CCC(=O)OCc1ccccc1)N1Cc2c(OCc3ccc(CBr)cc3)cccc2C1=O. Reaction SMILES: [Br:28][CH2:29][c:30]1[cH:31][cH:32][c:33]([CH2:36][Br:37])[cH:34][cH:35]1.[C:38](=[O:39])([O-:40])[O-:41].[CH3:44][C:45]#[N:46].[K+:42].[K+:43].[NH2:1][C:2]([CH:3]([CH2:4][CH2:5][C:6](=[O:7])[O:8][CH2:9][c:10]1[cH:11][cH:12][cH:13][cH:14][cH:15]1)[N:16]1[C:17](=[O:26])[c:18]2[cH:19][cH:20][cH:21][c:22]([OH:25])[c:23]2[CH2:24]1)=[O:27]>>[NH2:1][C:2]([CH:3]([CH2:4][CH2:5][C:6](=[O:7])[O:8][CH2:9][c:10]1[cH:11][cH:12][cH:13][cH:14][cH:15]1)[N:16]1[C:17](=[O:26])[c:18]2[cH:19][cH:20][cH:21][c:22]([O:25][CH2:36][c:33]3[cH:32][cH:31][c:30]([CH2:29][Br:28])[cH:35][cH:34]3)[c:23]2[CH2:24]1)=[O:27]. The reactants are ClC1=NC2=CC=C(C=C2C(=C1)Cl)C (2,4-dichloro-6-methylquinoline), [OH-].[K+] (KOH), CO (methanol). The product is ClC1=NC2=CC=C(C=C2C(=C1)OC)C (2-Chloro-4-methoxy-6-methylquinoline). As a reaction SMILES: [Cl:1][C:2]1[CH:11]=[C:10](Cl)[C:9]2[C:4](=[CH:5][CH:6]=[C:7]([CH3:13])[CH:8]=2)[N:3]=1.[OH-:14].[K+].[CH3:16]O>>[Cl:1][C:2]1[CH:11]=[C:10]([O:14][CH3:16])[C:9]2[C:4](=[CH:5][CH:6]=[C:7]([CH3:13])[CH:8]=2)[N:3]=1 |f:1.2|. Procedure details: To 2,4-dichloro-6-methylquinoline (4.1 g, 19 mmol) in methanol (34 ml) was added KOH (1.42 g) and the resulting solution was heated under reflux for 2.5 h. The mixture was concentrated in vacuo and partitioned between ethyl acetate and half-concentrated brine. The organic layer was concentrated and chromatographed (silica gel, EtOAc:hexanes 1:5→1:3). 4-Chloro-2-methoxy-6-methylquinoline eluted first, then 2,4-dichloro-6-methylquinoline, followed by the colourless crystalline title compound, (1.9... Procedure details: The mixed anhydride prepared from Boc-Pro (3.44 g, 16 mmoles), N-methyl morpholine (1.76 mL, 16 mmoles) and isobutylchloroformate (2.08 mL, 16 mmoles) in ethyl acetate (160 mL) was treated with the solution of HCl.Asp(OBzl)-Pro-Phe-NH2 and N-methyl morpholine (1.76 mL, 16 mmoles) in dimethylacetamide (30 mL). The reaction conditions and the product work up were described earlier. The product was crystallized from ethyl acetate-hexane. Starting materials: anhydride, N1([C@H](C(=O)O)CCC1)C(=O)OC(C)(C)C (Boc-Pro), CN1CCOCC1 (N-methyl morpholine), C(C(C)C)OC(=O)Cl (isobutylchloroformate), CN1CCOCC1 (N-methyl morpholine), Cl (HCl), N[C@@H](CC(OCC1=CC=CC=C1)=O)C(=O)N1[C@H](C(=O)N[C@@H](CC2=CC=CC=C2)C(=O)N)CCC1 (Asp(OBzl)-Pro-Phe-NH2). Solvent: C(C)(=O)OCC (ethyl acetate), CC(=O)N(C)C (dimethylacetamide). RXN SMILES: [N:1]1([C:9]([O:11][C:12]([CH3:15])([CH3:14])[CH3:13])=[O:10])[CH2:8][CH2:7][CH2:6][C@H:2]1[C:3]([OH:5])=O.CN1CCOCC1.C(OC(Cl)=O)C(C)C.Cl.[NH2:32][C@H:33]([C:45]([N:47]1[CH2:65][CH2:64][CH2:63][C@H:48]1[C:49]([NH:51][C@H:52]([C:60]([NH2:62])=[O:61])[CH2:53][C:54]1[CH:59]=[CH:58][CH:57]=[CH:56][CH:55]=1)=[O:50])=[O:46])[CH2:34][C:35](=[O:44])[O:36][CH2:37][C:38]1[CH:43]=[CH:42][CH:41]=[CH:40][CH:39]=1>C(OCC)(=O)C.CC(N(C)C)=O>[N:1]1([C:9]([O:11][C:12]([CH3:15])([CH3:14])[CH3:13])=[O:10])[CH2:8][CH2:7][CH2:6][C@H:2]1[C:3]([NH:32][C@H:33]([C:45]([N:47]1[CH2:65][CH2:64][CH2:63][C@H:48]1[C:49]([NH:51][C@H:52]([C:60]([NH2:62])=[O:61])[CH2:53][C:54]1[CH:59]=[CH:58][CH:57]=[CH:56][CH:55]=1)=[O:50])=[O:46])[CH2:34][C:35](=[O:44])[O:36][CH2:37][C:38]1[CH:43]=[CH:42][CH:41]=[CH:40][CH:39]=1)=[O:5]. The product is N1([C@H](C(=O)N[C@@H](CC(OCC2=CC=CC=C2)=O)C(=O)N2[C@H](C(=O)N[C@@H](CC3=CC=CC=C3)C(=O)N)CCC2)CCC1)C(=O)OC(C)(C)C (Boc-Pro-Asp(OBzl)-Pro-Phe-NH2). The reactants are NC1=C(C=CC=C1)S(=O)(=O)NC1=C(C=2CCCCC2C=C1)C(=O)O (2-{[(2-aminophenyl)sulfonyl]amino}-5,6,7,8-tetrahydro-1-naphthalenecarboxylic acid), ClC(Cl)(OC(OC(Cl)(Cl)Cl)=O)Cl (triphosgene), C(C)N(CCN)CC (N,N-diethylethylenediamine). Solvent: N1=CC=CC=C1 (pyridine). Conditions: temperature 70 celsius, time 18 hour. The product is C(C)N(CCNC(=O)NC1=C(C=CC=C1)S(=O)(=O)NC1=C(C=2CCCCC2C=C1)C(=O)O)CC (2-[({2-[({[2-(diethylamino)ethyl]amino}carbonyl)amino]phenyl}sulfonyl)amino]-5,6,7,8-tetrahydro-1-naphthalenecarboxylic acid). Isolated yield 13.6%. Reaction SMILES: [NH2:1][C:2]1[CH:7]=[CH:6][CH:5]=[CH:4][C:3]=1[S:8]([NH:11][C:12]1[CH:21]=[CH:20][C:19]2[CH2:18][CH2:17][CH2:16][CH2:15][C:14]=2[C:13]=1[C:22]([OH:24])=[O:23])(=[O:10])=[O:9].ClC(Cl)(O[C:29](=[O:35])OC(Cl)(Cl)Cl)Cl.[CH2:37]([N:39]([CH2:43][CH3:44])[CH2:40][CH2:41][NH2:42])[CH3:38]>N1C=CC=CC=1>[CH2:37]([N:39]([CH2:43][CH3:44])[CH2:40][CH2:41][NH:42][C:29]([NH:1][C:2]1[CH:7]=[CH:6][CH:5]=[CH:4][C:3]=1[S:8]([NH:11][C:12]1[CH:21]=[CH:20][C:19]2[CH2:18][CH2:17][CH2:16][CH2:15][C:14]=2[C:13]=1[C:22]([OH:24])=[O:23])(=[O:10])=[O:9])=[O:35])[CH3:38]. Procedure: A mixture of Example 294 (30.2 mg, 0.09 mmol), triphosgene (8.5 mg, 0.03 mmol), and pyridine (1 mL) was stirred for 3 hours at 70° C., treated with N,N-diethylethylenediamine (61 μL, 0.44 mmol), stirred for 18 hours at 70° C., concentrated, and purified by C18 reverse-phase HPLC using acetonitrile/water/0.1% TFA to provide the desired product (2.0 mg, 5%). MS (ESI(+)) m/e 489 (M+H)+; MS (ESI(−)) m/e 487 (M−H)−; 1H NMR (300 MHz, DMSO-d6) δ 8.27 (s, 1H), 8.18 (d, 1H), 7.69 (dd, 1H), 7.53 (td, 1H),... Reactants: ClC1=NC=2N(C(=C1)N)N=C(N2)C=2OC=CC2 (5-chloro-2-furan-2-yl-[1,2,4]triazolo[1,5-a]pyrimidin-7-ylamine), C(C1=CC=CC=C1)N1C2CNCC2CC1 (2-benzyl-2,7-diazabicyclo[3.3.0]octane), [F-].[Cs+] (CsF). The solvent is CS(=O)C (DMSO). Run at temperature 120 celsius, time 8 hour. Product: C(C1=CC=CC=C1)N1C2C(CC1)CN(C2)C2=NC=1N(C(=C2)N)N=C(N1)C=1OC=CC1 (5-(1-Benzyl-hexahydro-pyrrolo[3,4-b]pyrrol-5-yl)-2-furan-2-yl-[1,2,4]triazolo[1,5-a]pyrimidin-7-ylamine). Reaction SMILES: Cl[C:2]1[CH:7]=[C:6]([NH2:8])[N:5]2[N:9]=[C:10]([C:12]3[O:13][CH:14]=[CH:15][CH:16]=3)[N:11]=[C:4]2[N:3]=1.[F-].[Cs+].[CH2:19]([N:26]1[CH2:33][CH2:32][CH:31]2[CH:27]1[CH2:28][NH:29][CH2:30]2)[C:20]1[CH:25]=[CH:24][CH:23]=[CH:22][CH:21]=1>CS(C)=O>[CH2:19]([N:26]1[CH2:33][CH2:32][CH:31]2[CH2:30][N:29]([C:2]3[CH:7]=[C:6]([NH2:8])[N:5]4[N:9]=[C:10]([C:12]5[O:13][CH:14]=[CH:15][CH:16]=5)[N:11]=[C:4]4[N:3]=3)[CH2:28][CH:27]12)[C:20]1[CH:25]=[CH:24][CH:23]=[CH:22][CH:21]=1 |f:1.2|. Procedure details: 5-Chloro-2-furan-2-yl-[1,2,4]triazolo[1,5-a]pyrimidin-7-ylamine (0.5 mmol; see WO 99/43678 A1) was dissolved in 4 mL of DMSO along with 2-benzyl-2,7-diazabicyclo[3.3.0]octane (2 mmol; see U.S. Pat. No. 5,071,999) and 0.7 mmol of CsF. The reaction mixture was stirred at 120° C. for 8 hours. It was then cooled to room temperature and purified by preparative HPLC to afford the title compound. 1H NMR (400 Hz, DMSO-d6) 7.60 (d, J=1.0 Hz, 1H), 7.28 (br s, 2H), 7.22 (d, J=3.6 Hz, 1H), 7.0-7.2 (m, 5H), ... Starting materials: Cl.ClCCN(C)C (2-chloro-N,N-dimethylethanamine hydrochloride), 3, [OH-].[Na+] (sodium hydroxide), CS(=O)C (DMSO), C(C)(C)(C)OC(=O)N1CCC(CC1)C=1NC=C(N1)C1=CC(=C(C=C1)F)C(F)(F)F (4-[4-(4-fluoro-3-trifluoromethyl-phenyl)-1H-imidazol-2-yl]-piperidine-1-carboxylic acid tert-butyl ester). Solvent: O (water), O (water). Reaction conditions: temperature 45.5 celsius, time 1 hour. Product: C(C)(C)(C)OC(=O)N1CCC(CC1)C=1N(C=C(N1)C1=CC(=C(C=C1)F)C(F)(F)F)CCN(C)C (4-(1-(2-(Dimethylamino)ethyl)-4-(4-fluoro-3-(trifluoromethyl)phenyl)-1H-imidazol-2-yl)piperidine-1-carboxylic acid tert-butyl ester). Isolated yield 90.8%. Reaction SMILES: CS(C)=O.[C:5]([O:9][C:10]([N:12]1[CH2:17][CH2:16][CH:15]([C:18]2[NH:19][CH:20]=[C:21]([C:23]3[CH:28]=[CH:27][C:26]([F:29])=[C:25]([C:30]([F:33])([F:32])[F:31])[CH:24]=3)[N:22]=2)[CH2:14][CH2:13]1)=[O:11])([CH3:8])([CH3:7])[CH3:6].[OH-].[Na+].Cl.Cl[CH2:38][CH2:39][N:40]([CH3:42])[CH3:41]>O>[C:5]([O:9][C:10]([N:12]1[CH2:17][CH2:16][CH:15]([C:18]2[N:19]([CH2:38][CH2:39][N:40]([CH3:42])[CH3:41])[CH:20]=[C:21]([C:23]3[CH:28]=[CH:27][C:26]([F:29])=[C:25]([C:30]([F:31])([F:32])[F:33])[CH:24]=3)[N:22]=2)[CH2:14][CH2:13]1)=[O:11])([CH3:8])([CH3:6])[CH3:7] |f:2.3,4.5|. Procedure details: In a 22 L 3 neck round bottom flask equipped with a mechanical stirrer, nitrogen inlet, drying tube and thermocouple charge DMSO (1385 mL) and 4-[4-(4-fluoro-3-trifluoromethyl-phenyl)-1H-imidazol-2-yl]-piperidine-1-carboxylic acid tert-butyl ester (206.71 g, 0.5 mol, 1 eq). Heat the resulting suspension to 43-48° C. then add sodium hydroxide powder (50 g, 1.25 mol, 2.5 eq) in one portion. Stir the resulting suspension for 1 hour at 43-48° C. To this suspension add 2-chloro-N,N-dimethylethanamine...